Dataset: the Open Reaction Database (ORD), a public repository of structured organic reaction records. Task: describe an organic reaction: reactants, conditions, products, and yield Starting materials: O=C(O)C(F)(F)F, CC(=O)NCO, CC(CS)C(=O)O. RXN SMILES: [OH:14][C:15]([C:16]([F:17])([F:18])[F:19])=[O:20].[OH:8][CH2:9][NH:10][C:11]([CH3:12])=[O:13].[SH:1][CH2:2][CH:3]([C:4](=[O:5])[OH:6])[CH3:7]>>[S:1]([CH2:2][CH:3]([C:4](=[O:5])[OH:6])[CH3:7])[CH2:9][NH:10][C:11]([CH3:12])=[O:13]. Yields the product CC(=O)NCSCC(C)C(=O)O. Reactants: O=C(Cl)c1cccc(Cl)c1, Cc1nc2cccc(N)c2c(=O)n1C1CCC(=O)NC1=O, C1CCOC1. Yields the product Cc1nc2cccc(NC(=O)c3cccc(Cl)c3)c2c(=O)n1C1CCC(=O)NC1=O. RXN SMILES: [Cl:22][c:23]1[cH:24][c:25]([C:26](=[O:27])[Cl:28])[cH:29][cH:30][cH:31]1.[NH2:1][c:2]1[c:3]2[c:4](=[O:21])[n:5]([CH:13]3[C:14](=[O:20])[NH:15][C:16](=[O:19])[CH2:17][CH2:18]3)[c:6]([CH3:12])[n:7][c:8]2[cH:9][cH:10][cH:11]1.[O:32]1[CH2:33][CH2:34][CH2:35][CH2:36]1>>[NH:1]([c:2]1[c:3]2[c:4](=[O:21])[n:5]([CH:13]3[C:14](=[O:20])[NH:15][C:16](=[O:19])[CH2:17][CH2:18]3)[c:6]([CH3:12])[n:7][c:8]2[cH:9][cH:10][cH:11]1)[C:26]([c:25]1[cH:24][c:23]([Cl:22])[cH:31][cH:30][cH:29]1)=[O:27]. The reactants are C#N (prussic acid), C(C(=C)C)(=O)OC (methyl methacrylate), [C-]#N.[K+] (potassium cyanide). Run in CN1C(CCC1)=O (N-methylpyrrolidone). Run at temperature 120 celsius. The product is C(#N)C(C(=O)OC)(C)C (methyl cyanoisobutyrate), C(C(=C)C)(=O)OC (methyl methacrylate). As a reaction SMILES: [C-:1]#[N:2].[K+].C#N.[C:6]([O:11][CH3:12])(=[O:10])[C:7]([CH3:9])=[CH2:8]>CN1CCCC1=O>[C:1]([C:7]([CH3:9])([CH3:8])[C:6]([O:11][CH3:12])=[O:10])#[N:2].[C:6]([O:11][CH3:12])(=[O:10])[C:7]([CH3:9])=[CH2:8] |f:0.1|. Procedure: A 500 milliliter (hereinafter abbreviated to "mL") flask equipped with a stirrer, a thermometer and two dropping funnels was charged with 203 g of N-methylpyrrolidone and 1.35 g of potassium cyanide, and to the content in the flask were added dropwise 40 g of prussic acid and 163 g of methyl methacrylate over a period of 4 hours, while the content was maintained at a temperature of 120° C. After the completion of the dropwise addition, the content was maintained at 120° C. for 2 hours to complet... Reactants: COC([C@H](CC1=CC(=C(C=C1)OC(CO[Si](C1=CC=CC=C1)(C1=CC=CC=C1)C(C)(C)C)C1=CC=C(C=C1)OCC1=CC(=C(C=C1)Cl)Cl)Br)NC(=O)OC(C)(C)C)=O ((S)-3-(3-Bromo-4-{2-(tert-butyl-diphenyl-silanyloxy)-1-[4-(3,4-dichloro-benzyloxy)-phenyl]-ethoxy}-phenyl)-2-tert-butoxycarbonylamino-propionic acid methyl ester), CCCC[N+](CCCC)(CCCC)CCCC.[F-] (TBAF). The solvent is C1CCOC1 (THF). Run at time 2 hour. The product is COC([C@H](CC1=CC(=C(C=C1)OC(CO)C1=CC=C(C=C1)OCC1=CC(=C(C=C1)Cl)Cl)Br)NC(=O)OC(C)(C)C)=O ((S)-3-(3-Bromo-4-{1-[4-(3,4-dichloro-benzyloxy)-phenyl]-2-hydroxy-ethoxy}phenyl)-2-tert-butoxycarbonylamino-propionic acid methyl ester). As a reaction SMILES: [CH3:1][O:2][C:3](=[O:58])[C@@H:4]([NH:50][C:51]([O:53][C:54]([CH3:57])([CH3:56])[CH3:55])=[O:52])[CH2:5][C:6]1[CH:11]=[CH:10][C:9]([O:12][CH:13]([C:33]2[CH:38]=[CH:37][C:36]([O:39][CH2:40][C:41]3[CH:46]=[CH:45][C:44]([Cl:47])=[C:43]([Cl:48])[CH:42]=3)=[CH:35][CH:34]=2)[CH2:14][O:15][Si](C(C)(C)C)(C2C=CC=CC=2)C2C=CC=CC=2)=[C:8]([Br:49])[CH:7]=1.CCCC[N+](CCCC)(CCCC)CCCC.[F-]>C1COCC1>[CH3:1][O:2][C:3](=[O:58])[C@@H:4]([NH:50][C:51]([O:53][C:54]([CH3:56])([CH3:55])[CH3:57])=[O:52])[CH2:5][C:6]1[CH:11]=[CH:10][C:9]([O:12][CH:13]([C:33]2[CH:34]=[CH:35][C:36]([O:39][CH2:40][C:41]3[CH:46]=[CH:45][C:44]([Cl:47])=[C:43]([Cl:48])[CH:42]=3)=[CH:37][CH:38]=2)[CH2:14][OH:15])=[C:8]([Br:49])[CH:7]=1 |f:1.2|. Procedure details: (S)-3-(3-Bromo-4-{2-(tert-butyl-diphenyl-silanyloxy)-1-[4-(3,4-dichloro-benzyloxy)-phenyl]-ethoxy}-phenyl)-2-tert-butoxycarbonylamino-propionic acid methyl ester (5.0 g) was dissolved in 10 mL of anhydrous THF. TBAF (6 mL, 1.0 M solution in THF) was added drop-wise to the reaction mixture. After 2 h, the reaction mixture was concentrated to obtain a light brown oil. The oil was purified by silica gel chromatography (ethyl acetate/hexanes) to obtain the desired product as a white fluffy solid. 1H...